From a dataset of the Open Reaction Database (ORD), a public repository of structured organic reaction records. describe an organic reaction: reactants, conditions, products, and yield The reactants are B, CO, CN1C(=O)C2CCCN2C(=O)c2cc(Cl)ccc21, Cl, C1CCOC1. Yields the product CN1C(=O)C2CCCN2Cc2cc(Cl)ccc21. RXN SMILES: [BH3:19].[CH3:21][OH:22].[Cl:1][c:2]1[cH:3][cH:4][c:5]2[c:6]([cH:18]1)[C:7](=[O:17])[N:8]1[CH:9]([C:10](=[O:13])[N:11]2[CH3:12])[CH2:14][CH2:15][CH2:16]1.[ClH:20].[O:23]1[CH2:24][CH2:25][CH2:26][CH2:27]1>>[Cl:1][c:2]1[cH:3][cH:4][c:5]2[c:6]([cH:18]1)[CH2:7][N:8]1[CH:9]([C:10](=[O:13])[N:11]2[CH3:12])[CH2:14][CH2:15][CH2:16]1.